The task is: describe an organic reaction: reactants, conditions, products, and yield. This data is from the Open Reaction Database (ORD), a public repository of structured organic reaction records. Starting materials: COC(C#CC1=C2CCCC(C2=CC=C1)=O)CCC (5-(3-methyloxyhexyn-1-yl)tetralone). The reagents and catalysts are [C].[Pd] (palladium-carbon). The solvent is C1CCOC1 (THF). Run at time 5 hour. Yields the product COC(CCC1=C2CCCC(C2=CC=C1)=O)CCC (5-(3-methyloxyhexyl)tetralone). Yield: 80.6%. Reaction SMILES: [CH3:1][O:2][CH:3]([CH2:17][CH2:18][CH3:19])[C:4]#[C:5][C:6]1[CH:15]=[CH:14][CH:13]=[C:12]2[C:7]=1[CH2:8][CH2:9][CH2:10][C:11]2=[O:16]>[C].[Pd].C1COCC1>[CH3:1][O:2][CH:3]([CH2:17][CH2:18][CH3:19])[CH2:4][CH2:5][C:6]1[CH:15]=[CH:14][CH:13]=[C:12]2[C:7]=1[CH2:8][CH2:9][CH2:10][C:11]2=[O:16] |f:1.2|. Procedure: To a THF (60 mL) solution of 5-(3-methyloxyhexyn-1-yl)tetralone (5) (11 g) was added 10% palladium-carbon (0.9 g), and the reaction mixture was stirred under a hydrogen gas atmosphere for 5 h. The reaction mixture filtered off, and the filtrate was evaporated. The obtained residue was purified by column chromatography (hexane:ethyl acetate=9:1) to obtain the compoumd (6) 9.0 g. Starting materials: CSCCCl, COCCN1C(=O)C(N)Cc2ccccc21. The product is CSCCN1C(=O)C(N)Cc2ccccc21. RXN SMILES: [CH3:17][S:18][CH2:19][CH2:20][Cl:21].[NH2:1][CH:2]1[C:3](=[O:16])[N:4]([CH2:12][CH2:13][O:14][CH3:15])[c:5]2[cH:6][cH:7][cH:8][cH:9][c:10]2[CH2:11]1>>[NH2:1][CH:2]1[C:3](=[O:16])[N:4]([CH2:12][CH2:13][S:18][CH3:17])[c:5]2[cH:6][cH:7][cH:8][cH:9][c:10]2[CH2:11]1. The reactants are C(C(=O)O)(=O)O.C1(=CC=CC=C1)C(=C1CCN(CC1)CCCOC1=CC=CC=C1)C1=CC=CC=C1 (4-(Diphenylmethylene)-1-(3-phenoxypropyl)piperidine oxalate), FC1=CC=C(C=C1)C(O)(C1CCNCC1)C1=CC=C(C=C1)F (α,α-bis(p-fluorophenyl)-4-piperidinemethanol), ClCCCOC1=CC=C(C=C1)C(CC)=O (1-[4-(3-chloropropoxy)phenyl]-1-propanone), C([O-])([O-])=O.[Na+].[Na+] (sodium carbonate), [I-].[K+] (potassium iodide), C(CCC)O (1-butanol). The product is CC(C)O.FC1=CC=C(C=C1)C(C1CCN(CC1)CCCOC1=CC=C(C=C1)C(CC)=O)(O)C1=CC=C(C=C1)F (1-[4-[3-[4-[Bis(4-fluorophenyl)hydroxymethyl]-1-piperidinyl]propoxy]phenyl]-1-propanone compound with 2-propanol). The yield is 76.0%. As a reaction SMILES: C(O)(=O)C(O)=O.C1(C(C2C=CC=CC=2)=C2CCN(CCC[O:23][C:24]3[CH:29]=CC=C[CH:25]=3)CC2)C=CC=CC=1.[F:36][C:37]1[CH:42]=[CH:41][C:40]([C:43]([C:51]2[CH:56]=[CH:55][C:54]([F:57])=[CH:53][CH:52]=2)([CH:45]2[CH2:50][CH2:49][NH:48][CH2:47][CH2:46]2)[OH:44])=[CH:39][CH:38]=1.Cl[CH2:59][CH2:60][CH2:61][O:62][C:63]1[CH:68]=[CH:67][C:66]([C:69](=[O:72])[CH2:70][CH3:71])=[CH:65][CH:64]=1.C(=O)([O-])[O-].[Na+].[Na+].[I-].[K+].C(O)CCC>>[CH3:25][CH:24]([OH:23])[CH3:29].[F:36][C:37]1[CH:42]=[CH:41][C:40]([C:43]([C:51]2[CH:52]=[CH:53][C:54]([F:57])=[CH:55][CH:56]=2)([OH:44])[CH:45]2[CH2:46][CH2:47][N:48]([CH2:59][CH2:60][CH2:61][O:62][C:63]3[CH:68]=[CH:67][C:66]([C:69](=[O:72])[CH2:70][CH3:71])=[CH:65][CH:64]=3)[CH2:49][CH2:50]2)=[CH:39][CH:38]=1 |f:0.1,4.5.6,7.8,10.11|. Procedure details: This compound was prepared according to the procedure used to synthesize the compound of Example 1. A mixture of 3.0 g (0.01 mole) of α,α-bis(p-fluorophenyl)-4-piperidinemethanol, 2.3 g (0.01 mole) of 1-[4-(3-chloropropoxy)phenyl]-1-propanone, 3.7 g (0.035 mole) of anhydrous sodium carbonate and 0.4 g of potassium iodide in 100 mol of 1-butanol gave 3.7 g (76%) of title compound as a white solid, mp 57°-62° C. The reactants are CS(=O)(=O)c1ccc(CCl)cc1, Cc1ccccc1, c1ccc(P(c2ccccc2)c2ccccc2)cc1. Yields the product CS(=O)(=O)c1ccc(C[P+](c2ccccc2)(c2ccccc2)c2ccccc2)cc1, [Cl-]. RXN SMILES: [CH3:1][S:2](=[O:3])(=[O:4])[c:5]1[cH:6][cH:7][c:8]([CH2:9][Cl:10])[cH:11][cH:12]1.[CH3:32][c:33]1[cH:34][cH:35][cH:36][cH:37][cH:38]1.[c:13]1([P:19]([c:20]2[cH:21][cH:22][cH:23][cH:24][cH:25]2)[c:26]2[cH:27][cH:28][cH:29][cH:30][cH:31]2)[cH:14][cH:15][cH:16][cH:17][cH:18]1>>[CH3:1][S:2](=[O:3])(=[O:4])[c:5]1[cH:6][cH:7][c:8]([CH2:9][P+:19]([c:13]2[cH:14][cH:15][cH:16][cH:17][cH:18]2)([c:20]2[cH:21][cH:22][cH:23][cH:24][cH:25]2)[c:26]2[cH:27][cH:28][cH:29][cH:30][cH:31]2)[cH:11][cH:12]1.[Cl-:10]. Yields the product BrC(C)C=1C=CC=2C(=C(ON2)C2=CC=CC=C2)C1 (5-(1-Bromoethyl)-3-phenyl-2,1-benzisoxazole). Run at time 1 hour. The solvent is C(Cl)(Cl)(Cl)Cl (carbon tetrachloride). Reaction SMILES: [CH2:1]([C:3]1[CH:4]=[CH:5][C:6]2[C:7]([CH:17]=1)=[C:8]([C:11]1[CH:16]=[CH:15][CH:14]=[CH:13][CH:12]=1)[O:9][N:10]=2)[CH3:2].[Br:18]N1C(=O)CCC1=O>C(Cl)(Cl)(Cl)Cl.C(OOC(=O)C1C=CC=CC=1)(=O)C1C=CC=CC=1>[Br:18][CH:1]([C:3]1[CH:4]=[CH:5][C:6]2[C:7]([CH:17]=1)=[C:8]([C:11]1[CH:12]=[CH:13][CH:14]=[CH:15][CH:16]=1)[O:9][N:10]=2)[CH3:2]. Reactants: C(C)C=1C=CC=2C(=C(ON2)C2=CC=CC=C2)C1 (5-ethyl-3-phenyl-2,1-benzisoxazole), BrN1C(CCC1=O)=O (N-bromosuccinimide). Reagents/catalysts: C(C1=CC=CC=C1)(=O)OOC(C1=CC=CC=C1)=O (dibenzoyl peroxide). The yield is 105.5%. Procedure details: A mixture of 15.4 g (0.069 mole) of 5-ethyl-3-phenyl-2,1-benzisoxazole, 12.4 g (0.0697 mole) of N-bromosuccinimide and 0.3 g of dibenzoyl peroxide in 300 ml of carbon tetrachloride was heated at reflux under floodlight illumination and an argon atmosphere for one hr and then filtered while still hot. The filtrate was concentrated under reduced pressure to give 22.0 g of a semi-solid residue (NMR indicated 80% product). A sample of this semi-solid was triturated with 3 ml of methylene chloride an... Reactants: ice, C(C)(C)(C)OC(=O)N1CC(N(C(C1)C)C(=O)C1=CN(C2=C(C=CC=C12)OC)CC1CCCCC1)C (4-{[1-(cyclohexylmethyl)-7-methoxy-1H-indol-3-yl]carbonyl}-3,5-dimethylpiperazine-1-carboxylic acid tert-butyl ester), FC(C(=O)O)(F)F (trifluoroacetic acid), ClCCl (dichloromethane), C(C)(C)(C)OC(=O)N1CC(NC(C1)C)C (3,5-dimethylpiperazine-1-carboxylic acid tert-butyl ester). The solvent is [OH-].[Na+] (sodium hydroxide). Product: C(C)(C)(C)OC(=O)N1CC(N(C(C1)C)C(=O)C1=CN(C2=C(C=CC=C12)OC)CC1CCCCC1)C (4-{[1-(Cyclohexylmethyl)-7-methoxy-1H-indol-3-yl]carbonyl}-3,5-dimethylpiperazine-1-carboxylic acid tert-butyl ester), Cl.C1(CCCCC1)CN1C=C(C2=CC=CC(=C12)OC)C(=O)N1C(CNCC1C)C (1-{[1-(Cyclohexylmethyl)-7-methoxy-1H-indol-3-yl]carbonyl}-2,6-dimethylpiperazine, hydrochloride salt). Reaction SMILES: C(OC(N1CC(C)NC(C)C1)=O)(C)(C)C.[C:16]([O:20][C:21]([N:23]1[CH2:28][CH:27]([CH3:29])[N:26]([C:30]([C:32]2[C:40]3[C:35](=[C:36]([O:41][CH3:42])[CH:37]=[CH:38][CH:39]=3)[N:34]([CH2:43][CH:44]3[CH2:49][CH2:48][CH2:47][CH2:46][CH2:45]3)[CH:33]=2)=[O:31])[CH:25]([CH3:50])[CH2:24]1)=[O:22])([CH3:19])([CH3:18])[CH3:17].FC(F)(F)C(O)=O.[Cl:58]CCl>[OH-].[Na+]>[C:16]([O:20][C:21]([N:23]1[CH2:24][CH:25]([CH3:50])[N:26]([C:30]([C:32]2[C:40]3[C:35](=[C:36]([O:41][CH3:42])[CH:37]=[CH:38][CH:39]=3)[N:34]([CH2:43][CH:44]3[CH2:45][CH2:46][CH2:47][CH2:48][CH2:49]3)[CH:33]=2)=[O:31])[CH:27]([CH3:29])[CH2:28]1)=[O:22])([CH3:17])([CH3:18])[CH3:19].[ClH:58].[CH:44]1([CH2:43][N:34]2[C:35]3[C:40](=[CH:39][CH:38]=[CH:37][C:36]=3[O:41][CH3:42])[C:32]([C:30]([N:26]3[CH:25]([CH3:50])[CH2:24][NH:23][CH2:28][CH:27]3[CH3:29])=[O:31])=[CH:33]2)[CH2:49][CH2:48][CH2:47][CH2:46][CH2:45]1 |f:4.5,7.8|. Reported procedure: 4-{[1-(Cyclohexylmethyl)-7-methoxy-1H-indol-3-yl]carbonyl}-3,5-dimethylpiperazine-1-carboxylic acid tert-butyl ester was prepared following the method in Example 10 using 3,5-dimethylpiperazine-1-carboxylic acid tert-butyl ester (E. J. Jacobsen et al; J. Med. Chem. 42, 1123-1144, 1999) instead of 2,3,5,6-tetramethylpiperazine. To an ice cooled solution of 4-{[1-(cyclohexylmethyl)-7-methoxy-1H-indol-3-yl]carbonyl}-3,5-dimethylpiperazine-1-carboxylic acid tert-butyl ester (0.52 g, 1.08 mmol) in di... Starting materials: CC#N, N#Cc1ccc(OCC2CO2)cc1, O, CC(C)(C)OC(=O)N1CC2CNCC(C1)C2(C)O. Yields the product CC(C)(C)OC(=O)N1CC2CN(CC(O)COc3ccc(C#N)cc3)CC(C1)C2(C)O. Reaction SMILES: [C:33](#[N:34])[CH3:35].[O:1]1[CH:2]([CH2:4][O:5][c:6]2[cH:7][cH:8][c:9]([C:10]#[N:11])[cH:12][cH:13]2)[CH2:3]1.[OH2:32].[OH:14][C:15]1([CH3:31])[CH:16]2[CH2:17][N:18]([C:24](=[O:25])[O:26][C:27]([CH3:28])([CH3:29])[CH3:30])[CH2:19][CH:20]1[CH2:21][NH:22][CH2:23]2>>[OH:1][CH:2]([CH2:3][N:22]1[CH2:21][CH:20]2[C:15]([OH:14])([CH3:31])[CH:16]([CH2:17][N:18]([C:24](=[O:25])[O:26][C:27]([CH3:28])([CH3:29])[CH3:30])[CH2:19]2)[CH2:23]1)[CH2:4][O:5][c:6]1[cH:7][cH:8][c:9]([C:10]#[N:11])[cH:12][cH:13]1.